This data is from the Open Reaction Database (ORD), a public repository of structured organic reaction records. The task is: describe an organic reaction: reactants, conditions, products, and yield Solvent: CO (methanol), CO (methanol). Product: C(C1=CC=CC=C1)SC1=NN2C(=NC3=C(C2=N1)C=CC=N3)OC (2-Benzylthio-5-methoxypyrido[3,2-e][1,2,4]triazolo[1,5-c]pyrimidine). Reactants: C(C)(=O)O (acetic acid), C(C1=CC=CC=C1)SC1=NN=C2N1C(=NC1=C2C=CC=N1)SC (3-benzylthio-5-methylthiopyrido[3,2-e][1,2,4]triazolo[4,3-c]pyrimidine), C(C=C)(=O)OCC (ethyl acrylate), C[O-].[Na+] (sodium methoxide). Reported procedure: A mixture of 17.7 g (52 mmol) of 3-benzylthio-5-methylthiopyrido[3,2-e][1,2,4]triazolo[4,3-c]pyrimidine in 200 mL of methanol was prepared and to this was added at ambient temperature with stirring 8.5 mL (7.8 g, 78 mmol) of ethyl acrylate and 2.4 mL of 25 percent sodium methoxide in methanol (10 mmol). Everything dissolved fairly quickly and after 15 min new precipitate formed. After about 1 hour the mixture was acidified with acetic acid and the volatile components were removed by evaporation ... The yield is 86.8%. RXN SMILES: [CH2:1]([S:8][C:9]1[N:13]2[C:14](SC)=[N:15][C:16]3[N:21]=[CH:20][CH:19]=[CH:18][C:17]=3[C:12]2=[N:11][N:10]=1)[C:2]1[CH:7]=[CH:6][CH:5]=[CH:4][CH:3]=1.[C:24](OCC)(=[O:27])C=C.C[O-].[Na+].C(O)(=O)C>CO>[CH2:1]([S:8][C:9]1[N:13]=[C:12]2[N:11]([C:14]([O:27][CH3:24])=[N:15][C:16]3[N:21]=[CH:20][CH:19]=[CH:18][C:17]=32)[N:10]=1)[C:2]1[CH:7]=[CH:6][CH:5]=[CH:4][CH:3]=1 |f:2.3|. Starting materials: C(C1=CC=CC=C1)OC1=C2N(C(=NC1=O)CC1(CCCC1)C1=CC=CC3=CC=CC=C13)CCNC2=O (9-benzyloxy-6-(1-naphthalen-1-yl-cyclopentylmethyl)-3,4-dihydro-2H-pyrazino[1,2-c]pyrimidine-1,8-dione), C(C1=CC=CC=C1)OC=1C(=NC(=NC1O)CC1(CCCC1)C1=CC=C(C=C1)Cl)C(=O)NCCO (5-(benzyloxy)-2-((1-(4-chlorophenyl)cyclopentyl)methyl)-6-hydroxy-N-(2-hydroxyethyl)pyrimidine-4-carboxamide). Yields the product C(C1=CC=CC=C1)OC1=C2N(C(=NC1=O)CC1(CCCC1)C1=CC=C(C=C1)Cl)CCNC2=O (9-(Benzyloxy)-6-((1-(4-chlorophenyl)cyclopentyl)methyl)-3,4-dihydro-1H-pyrazino[1,2-c]pyrimidine-1,8(2H)-dione). RXN SMILES: C(OC1C(=O)N=C(CC2(C3C4C(=CC=CC=4)C=CC=3)CCCC2)N2CCNC(=O)C=12)C1C=CC=CC=1.[CH2:37]([O:44][C:45]1[C:46]([C:65]([NH:67][CH2:68][CH2:69]O)=[O:66])=[N:47][C:48]([CH2:52][C:53]2([C:58]3[CH:63]=[CH:62][C:61]([Cl:64])=[CH:60][CH:59]=3)[CH2:57][CH2:56][CH2:55][CH2:54]2)=[N:49][C:50]=1[OH:51])[C:38]1[CH:43]=[CH:42][CH:41]=[CH:40][CH:39]=1>>[CH2:37]([O:44][C:45]1[C:50](=[O:51])[N:49]=[C:48]([CH2:52][C:53]2([C:58]3[CH:63]=[CH:62][C:61]([Cl:64])=[CH:60][CH:59]=3)[CH2:57][CH2:56][CH2:55][CH2:54]2)[N:47]2[CH2:69][CH2:68][NH:67][C:65](=[O:66])[C:46]=12)[C:38]1[CH:43]=[CH:42][CH:41]=[CH:40][CH:39]=1. Procedure details: This compound was prepared following the same method as described for pure 9-benzyloxy-6-(1-naphthalen-1-yl-cyclopentylmethyl)-3,4-dihydro-2H-pyrazino[1,2-c]pyrimidine-1,8-dione (348) from 5-(benzyloxy)-2-((1-(4-chlorophenyl)cyclopentyl)methyl)-6-hydroxy-N-(2-hydroxyethyl)pyrimidine-4-carboxamide (515). Reactants: [OH-].[Na+] (NaOH), Cl.ClCC1=NC=CC(=C1F)N1CCOCC1 (2-chloromethyl-3-fluoro-4-morpholinopyridine hydrochloride), COC1=CC2=C(NC(=N2)S)C=C1 (5-methoxy-(1H)-benzimidazole-2-thiol). Run in C(C)O (ethanol). Yields the product O1CCN(CC1)C1=C(C(=NC=C1)CSC1=NC2=C(N1)C=CC(=C2)OC)F (2-(4-morpholino-3-fluoro-2-pyridylmethylthio)-5-methoxy-(1H)-benzimidazole). Yield: 74.8%. Reaction SMILES: [OH-].[Na+].Cl.Cl[CH2:5][C:6]1[C:11]([F:12])=[C:10]([N:13]2[CH2:18][CH2:17][O:16][CH2:15][CH2:14]2)[CH:9]=[CH:8][N:7]=1.[CH3:19][O:20][C:21]1[CH:30]=[CH:29][C:24]2[NH:25][C:26]([SH:28])=[N:27][C:23]=2[CH:22]=1>C(O)C>[O:16]1[CH2:17][CH2:18][N:13]([C:10]2[CH:9]=[CH:8][N:7]=[C:6]([CH2:5][S:28][C:26]3[NH:25][C:24]4[CH:29]=[CH:30][C:21]([O:20][CH3:19])=[CH:22][C:23]=4[N:27]=3)[C:11]=2[F:12])[CH2:14][CH2:15]1 |f:0.1,2.3|. Procedure details: 5N NaOH (3.39 ml) was added dropwise to a stirred solution of 2-chloromethyl-3-fluoro-4-morpholinopyridine hydrochloride (2.06 g) and 5-methoxy-(1H)-benzimidazole-2-thiol (1.39 g) in ethanol (35 ml). After 3 hours excess solvent was removed and the residue treated with water (80 ml) and extracted with dichloromethane. The extracts were washed with water, dried (K2CO3), excess solvent removed and the residue crystallised from ethyl acetate to yield 2-(4-morpholino-3-fluoro-2-pyridylmethylthio)-5-... The reactants are O=C([O-])[O-], O=C(Cl)c1c(Cl)cccc1Cl, ClCCl, NCCCl, Cl, [K+], [K+], O. Yields the product O=C(NCCCl)c1c(Cl)cccc1Cl. As a reaction SMILES: [C:6](=[O:7])([O-:8])[O-:9].[Cl:13][c:14]1[c:15]([C:16](=[O:17])[Cl:18])[c:19]([Cl:23])[cH:20][cH:21][cH:22]1.[Cl:24][CH2:25][Cl:26].[Cl:2][CH2:3][CH2:4][NH2:5].[ClH:1].[K+:10].[K+:11].[OH2:12]>>[Cl:2][CH2:3][CH2:4][NH:5][C:16]([c:15]1[c:14]([Cl:13])[cH:22][cH:21][cH:20][c:19]1[Cl:23])=[O:17]. Reactants: [N+](=O)([O-])C1=CC=C(C=C1)Cl (p-nitrochlorobenzene), C(=O)NC1=CC=CC=C1.[Na] (sodium formanilide), C(=O)NC1=CC=CC=C1 (formanilide), [C]=O (carbon monoxide), [C]=O (carbon monoxide). The solvent is C=1(C(=CC=CC1)C)C (xylene). Reaction conditions: temperature 10 celsius. Product: C1=CC=C(C=C1)NC2=CC=C(C=C2)[N+](=O)[O-] (4-Nitrodiphenylamine). Reaction SMILES: [N+:1]([C:4]1[CH:9]=[CH:8][C:7](Cl)=[CH:6][CH:5]=1)([O-:3])=[O:2].C([NH:13][C:14]1[CH:19]=[CH:18][CH:17]=[CH:16][CH:15]=1)=O.[Na].C(NC1C=CC=CC=1)=O.[C]=O>C1(C)C(C)=CC=CC=1>[CH:17]1[CH:18]=[CH:19][C:14]([NH:13][C:7]2[CH:8]=[CH:9][C:4]([N+:1]([O-:3])=[O:2])=[CH:5][CH:6]=2)=[CH:15][CH:16]=1 |f:1.2,^1:19,^3:29|. Reported procedure: Into a suitable reactor is charged 78.5 parts by weight (0.5 mole) of p-nitrochlorobenzene, 93.8 parts by weight (0.65 mole) of sodium formanilide, 96 parts by weight (0.8 mole) of formanilide. The mixture is gradually heated and stirred; and, at about 134° C., evolution of carbon monoxide begins. Heating is continued until the temperature reaches 180°, at which temperature the reaction mixture becomes self-heating. Stirring is continued at 180°. After about two and one-half hours, 18 parts by w... Reactants: C(C1=CC=CC=C1)N1CCNCC1 (1-benzyl-piperazine), C([O-])([O-])=O.[K+].[K+] (potassium carbonate), [I-].[K+] (potassium iodide), ClCCN1C(OCC1)=O (3-(2-chloroethyl)-2 -oxazolidinone). Solvent: C1(=CC=CC=C1)C (toluene). Product: C(C1=CC=CC=C1)N1CCN(CC1)CCN1C(OCC1)=O (3-[2-(4-benzyl-1-piperazinyl)-ethyl]-2- oxazolidinone). As a reaction SMILES: [CH2:1]([N:8]1[CH2:13][CH2:12][NH:11][CH2:10][CH2:9]1)[C:2]1[CH:7]=[CH:6][CH:5]=[CH:4][CH:3]=1.C(=O)([O-])[O-].[K+].[K+].[I-].[K+].Cl[CH2:23][CH2:24][N:25]1[CH2:29][CH2:28][O:27][C:26]1=[O:30]>C1(C)C=CC=CC=1>[CH2:1]([N:8]1[CH2:13][CH2:12][N:11]([CH2:23][CH2:24][N:25]2[CH2:29][CH2:28][O:27][C:26]2=[O:30])[CH2:10][CH2:9]1)[C:2]1[CH:3]=[CH:4][CH:5]=[CH:6][CH:7]=1 |f:1.2.3,4.5|. Reported procedure: 744 g of 1-benzyl-piperazine are treated, together with 590 g of powdered potassium carbonate, 10 g of potassium iodide and 5 litres of toluene, with 450 g of 3-(2-chloroethyl)-2 -oxazolidinone and the mixture is heated to reflux for 21 hours. The mixture is cooled, filtered and concentrated under reduced pressure. The residue is distilled under reduced pressure. There is obtained 3-[2-(4-benzyl-1-piperazinyl)-ethyl]-2- oxazolidinone which boils at 225° - 235° C under a pressure of 2- 2.5 mm. Th... Reactants: C(C)N1C(N(C(C=2NC=NC12)=O)CCCCP(OCC)(OCC)=O)=O (diethyl [4-(3-ethyl-xanthin-1-yl)butyl]phosphonate), BrCCC (bromopropane). Product: C(C)N1C(N(C(C=2N(C=NC12)CCC)=O)CCCCP(OCC)(OCC)=O)=O (Diethyl [4-(3-ethyl-7-propylxanthin-1-yl)butyl]phosphonate). Reaction SMILES: [CH2:1]([N:3]1[C:11]2[N:10]=[CH:9][NH:8][C:7]=2[C:6](=[O:12])[N:5]([CH2:13][CH2:14][CH2:15][CH2:16][P:17](=[O:24])([O:21][CH2:22][CH3:23])[O:18][CH2:19][CH3:20])[C:4]1=[O:25])[CH3:2].Br[CH2:27][CH2:28][CH3:29]>>[CH2:1]([N:3]1[C:11]2[N:10]=[CH:9][N:8]([CH2:27][CH2:28][CH3:29])[C:7]=2[C:6](=[O:12])[N:5]([CH2:13][CH2:14][CH2:15][CH2:16][P:17](=[O:24])([O:18][CH2:19][CH3:20])[O:21][CH2:22][CH3:23])[C:4]1=[O:25])[CH3:2]. Procedure details: The title substance was prepared from 8.2 mmol of diethyl [4-(3-ethyl-xanthin-1-yl)butyl]phosphonate and 9.8 mmol of bromopropane analogously to Example 30 and chromatographed on silica gel (eluent: dichloromethane/methanol 20:1). The reactants are C(C)(C)[N-]C(C)C.[Li+] (lithium diisopropylamide), BrCCl (bromochloromethane), O (water), C1(CCCCCC1)C#N (cycloheptanecarbonitrile). The solvent is C1CCOC1.CCCCCC (THF hexane), C1CCOC1 (THF), C1CCOC1 (THF). Conditions: time 1 hour. The product is ClCC1(CCCCCC1)C#N (1-Chloromethylcycloheptanecarbonitrile). The yield is 105.0%. RXN SMILES: [CH:1]1([C:8]#[N:9])[CH2:7][CH2:6][CH2:5][CH2:4][CH2:3][CH2:2]1.C([N-]C(C)C)(C)C.[Li+].Br[CH2:19][Cl:20].O>C1COCC1.C1COCC1.CCCCCC>[Cl:20][CH2:19][C:1]1([C:8]#[N:9])[CH2:7][CH2:6][CH2:5][CH2:4][CH2:3][CH2:2]1 |f:1.2,6.7|. Reported procedure: A solution of cycloheptanecarbonitrile (12.3 g), 100 mmol) in THF (50 ml) was added dropwise to a well stirred solution of lithium diisopropylamide (105 mmol) in THF/hexane (75 ml/60 ml) under nitrogen, keeping the temperature at -65°. After 1 h, the solution was allowed to warm to ambient temperature and added dropwise to a well stirred solution of bromochloromethane (32.5 ml; 500 mmol) in THF (50 ml) under nitrogen keeping the temperature between -50° and -60°. After 10 min, the solution was a... Starting materials: O=C(NC1CCC(C(=O)O)C1)OCC1c2ccccc2-c2ccccc21, ClCCl, Cc1cc(C)nc(C)c1, CNc1ccc(-c2nc3ccccc3o2)cc1. Yields the product CN(C(=O)C1CCC(NC(=O)OCC2c3ccccc3-c3ccccc32)C1)c1ccc(-c2nc3ccccc3o2)cc1. Reaction SMILES: [C:1](=[O:2])([O:3][CH2:4][CH:5]1[c:6]2[cH:7][cH:8][cH:9][cH:10][c:11]2-[c:12]2[cH:13][cH:14][cH:15][cH:16][c:17]21)[NH:18][CH:19]1[CH2:20][CH:21]([C:24](=[O:25])[OH:26])[CH2:22][CH2:23]1.[Cl:53][CH2:54][Cl:55].[n:44]1[c:45]([CH3:46])[cH:47][c:48]([CH3:49])[cH:50][c:51]1[CH3:52].[o:27]1[c:28](-[c:36]2[cH:37][cH:38][c:39]([NH:42][CH3:43])[cH:40][cH:41]2)[n:29][c:30]2[c:31]1[cH:32][cH:33][cH:34][cH:35]2>>[C:1](=[O:2])([O:3][CH2:4][CH:5]1[c:6]2[cH:7][cH:8][cH:9][cH:10][c:11]2-[c:12]2[cH:13][cH:14][cH:15][cH:16][c:17]21)[NH:18][CH:19]1[CH2:20][CH:21]([C:24](=[O:25])[N:42]([c:39]2[cH:38][cH:37][c:36](-[c:28]3[o:27][c:31]4[c:30]([n:29]3)[cH:35][cH:34][cH:33][cH:32]4)[cH:41][cH:40]2)[CH3:43])[CH2:22][CH2:23]1. Starting materials: C(C)C1=C(C(=C(C=C1[N+](=O)[O-])S(=O)(=O)NC)NCCC)[N+](=O)[O-] (4-ethylpropylamino-N-methyl-3,5-dinitrobenzenesulfonamide), N1=CC=CC=C1 (pyridine), ClC1=CC=C(C=C1)SCl (p-chlorophenylsulfenyl chloride). Run in ClCCl (dichloromethane), ClCCl (dichloromethane). Reaction conditions: time 20 minute. Yields the product C(C)C1=C(C(=C(C=C1[N+](=O)[O-])S(=O)(=O)N(C)SC1=CC=C(C=C1)Cl)NCCC)[N+](=O)[O-] (4-ethylpropylamino-N-p chlorophenylthio-N-methyl-3,5-dinitrobenzenesulfonamide). As a reaction SMILES: [Cl:1][C:2]1[CH:7]=[CH:6][C:5]([S:8]Cl)=[CH:4][CH:3]=1.[CH2:10]([C:12]1[C:17]([N+:18]([O-:20])=[O:19])=[CH:16][C:15]([S:21]([NH:24][CH3:25])(=[O:23])=[O:22])=[C:14]([NH:26][CH2:27][CH2:28][CH3:29])[C:13]=1[N+:30]([O-:32])=[O:31])[CH3:11].N1C=CC=CC=1>ClCCl>[CH2:10]([C:12]1[C:17]([N+:18]([O-:20])=[O:19])=[CH:16][C:15]([S:21]([N:24]([S:8][C:5]2[CH:6]=[CH:7][C:2]([Cl:1])=[CH:3][CH:4]=2)[CH3:25])(=[O:23])=[O:22])=[C:14]([NH:26][CH2:27][CH2:28][CH3:29])[C:13]=1[N+:30]([O-:32])=[O:31])[CH3:11]. Reported procedure: A 2.2 g (0.012 mol) sample of p-chlorophenylsulfenyl chloride was added dropwise to a cooled (-5° C. to 0° C.) solution of 3.5 g (0.1 mol) 4-ethylpropylamino-N-methyl-3,5-dinitrobenzenesulfonamide and 1.1 g (0.014 mol) pyridine in 25 ml dichloromethane. The reaction was stirred for 20 minutes and then diluted with 50 ml dichloromethane, washed with water, washed with aqueous sodium bicarbonate solution, and dried over magnesium sulfate. The dichloromethane was then evaporated under reduced press...